From a dataset of the Open Reaction Database (ORD), a public repository of structured organic reaction records. describe an organic reaction: reactants, conditions, products, and yield Reaction SMILES: [CH2:1](N(CC)C(C1C=C(C2C=NN(CCCO)C=2)C=CC=1NC1C(C(F)(F)F)=CN=C(NC2C=CC(CP(=O)(O)OCC)=CC=2OC)N=1)=O)[CH3:2].[OH:50][CH2:51][CH2:52][CH2:53][CH2:54][N:55]1[CH:59]=[C:58]([C:60]2[N:65]=[C:64]([C:66](=[O:69])[NH:67][CH3:68])[C:63]([NH:70][C:71]3[C:76]([C:77]([F:80])([F:79])[F:78])=[CH:75][N:74]=[C:73]([NH:81][C:82]4[CH:92]=[CH:91][C:85]([CH2:86][P:87](=[O:90])([O-:89])[O-:88])=[CH:84][CH:83]=4)[N:72]=3)=[CH:62][CH:61]=2)[CH:57]=[N:56]1>>[OH:50][CH2:51][CH2:52][CH2:53][CH2:54][N:55]1[CH:59]=[C:58]([C:60]2[N:65]=[C:64]([C:66](=[O:69])[NH:67][CH3:68])[C:63]([NH:70][C:71]3[C:76]([C:77]([F:79])([F:80])[F:78])=[CH:75][N:74]=[C:73]([NH:81][C:82]4[CH:83]=[CH:84][C:85]([CH2:86][P:87](=[O:89])([OH:88])[O:90][CH2:1][CH3:2])=[CH:91][CH:92]=4)[N:72]=3)=[CH:62][CH:61]=2)[CH:57]=[N:56]1. Procedure details: Prepared analogously to Compound 3A using (4-{[4-({6-[1-(4-hydroxybutyl)-1H-pyrazol-4-yl]-2-(methylcarbamoyl)pyridin-3-yl}amino)-5-(trifluoromethyl)pyrimidin-2-yl]amino}benzyl)phosphonate (Compound 16B, 127 mg, 188 μmol) to afford 109 mg of the title compound (90%). 1H NMR (400 MHz, CD3OD) δ 9.16 (br. s., 1H), 8.44 (br. s., 1H), 8.28 (s, 1H), 8.15-8.19 (m, 1H), 7.67 (d, J=8.8 Hz, 1H), 7.44 (dd, J=2.6, 7.9 Hz, 2H), 7.33 (dd, J=1.9, 8.5 Hz, 2H), 4.22 (t, J=7.1 Hz, 2H), 3.86 (quin, J=7.0 Hz, 2H), 3... Starting materials: C(C)N(C(=O)C1=C(C=CC(=C1)C=1C=NN(C1)CCCO)NC1=NC(=NC=C1C(F)(F)F)NC1=C(C=C(CP(OCC)(O)=O)C=C1)OC)CC (Ethyl hydrogen (4-{[4-({2-(diethylcarbamoyl)-4-[1-(3-hydroxypropyl)-1H-pyrazol-4-yl]phenyl}amino)-5-(trifluoromethyl)pyrimidin-2-yl]amino}-3-methoxybenzyl)phosphonate), OCCCCN1N=CC(=C1)C1=CC=C(C(=N1)C(NC)=O)NC1=NC(=NC=C1C(F)(F)F)NC1=CC=C(CP([O-])([O-])=O)C=C1 ((4-{[4-({6-[1-(4-hydroxybutyl)-1H-pyrazol-4-yl]-2-(methylcarbamoyl)pyridin-3-yl}amino)-5-(trifluoromethyl)pyrimidin-2-yl]amino}benzyl)phosphonate), OCCCCN1N=CC(=C1)C1=CC=C(C(=N1)C(NC)=O)NC1=NC(=NC=C1C(F)(F)F)NC1=CC=C(CP([O-])([O-])=O)C=C1 ((4-{[4-({6-[1-(4-hydroxybutyl)-1H-pyrazol-4-yl]-2-(methylcarbamoyl)pyridin-3-yl}amino)-5-(trifluoromethyl)pyrimidin-2-yl]amino}benzyl)phosphonate). Isolated yield 90.0%. Product: OCCCCN1N=CC(=C1)C1=CC=C(C(=N1)C(NC)=O)NC1=NC(=NC=C1C(F)(F)F)NC1=CC=C(CP(OCC)(O)=O)C=C1 (Ethyl hydrogen (4-{[4-({6-[1-(4-hydroxybutyl)-1H-pyrazol-4-yl]-2-(methylcarbamoyl)pyridin-3-yl}amino)-5-(trifluoromethyl)pyrimidin-2-yl]amino}benzyl)phosphonate). Reactants: CC1([C@H]([C@@H]1C=C(C)C)C(=O)O)C ((-)-trans-2,2-dimethyl-3-isobutenylcyclopropane-1-carboxylic acid), S(=O)(Cl)Cl (thionyl chloride). Run in CCCCC (n-pentane). Conditions: time 20 minute. The product is CC1([C@H]([C@@H]1C=C(C)C)C(=O)Cl)C ((-)-trans-2,2-dimethyl-3-isobutenylcyclopropane-1-carboxylic acid chloride). The yield is 97.1%. Reaction SMILES: [CH3:1][C:2]1([CH3:12])[C@@H:4]([CH:5]=[C:6]([CH3:8])[CH3:7])[C@@H:3]1[C:9](O)=[O:10].S(Cl)([Cl:15])=O>CCCCC>[CH3:1][C:2]1([CH3:12])[C@@H:4]([CH:5]=[C:6]([CH3:8])[CH3:7])[C@@H:3]1[C:9]([Cl:15])=[O:10]. Procedure details: In a 300 ml flask, there were charged n-pentane (100 ml) and (-)-trans-2,2-dimethyl-3-isobutenylcyclopropane-1-carboxylic acid (50.0 g), and thionyl chloride (46.0 g) was added thereto from a dropping funnel in 20 minutes with stirring under reflux. After completion of the addition, stirring was continued for a further 3 hours, and then the solvent and excess of the thionyl chloride were removed by distillation. The residue was distilled to give (-)-trans-2,2-dimethyl-3-isobutenylcyclopropane-1-... Reactants: ClC1=CC=C2C(=C(C=NC2=C1)C(C1=CC=NC=C1)=O)O (7-chloro 4-hydroxy 3-isonicotinoyl quinoline), O=P(Cl)(Cl)Cl (POCl3). The product is ClC1=C(C=NC2=CC(=CC=C12)Cl)C(C1=CC=NC=C1)=O (4,7-dichloro 3-isonicotinoyl quinoline). The yield is 53.0%. As a reaction SMILES: [Cl:1][C:2]1[CH:11]=[C:10]2[C:5]([C:6](O)=[C:7]([C:12](=[O:19])[C:13]3[CH:18]=[CH:17][N:16]=[CH:15][CH:14]=3)[CH:8]=[N:9]2)=[CH:4][CH:3]=1.O=P(Cl)(Cl)[Cl:23]>>[Cl:23][C:6]1[C:5]2[C:10](=[CH:11][C:2]([Cl:1])=[CH:3][CH:4]=2)[N:9]=[CH:8][C:7]=1[C:12](=[O:19])[C:13]1[CH:18]=[CH:17][N:16]=[CH:15][CH:14]=1. Reported procedure: 2.7 g of 7-chloro 4-hydroxy 3-isonicotinoyl quinoline are added under nitrogen to 60 ml of POCl3 and refluxed for 5 hours. After being filtered off, the precipitate is poured onto ice. The aqueous solution is made alkaline with sodium carbonate before the chlorinated derivative is extracted into dichloromethane: crystals (isopropyl ether). M.p.=132° C. (Yield 53%). Starting materials: C(C)OC(=O)C(C(CCCCCCCCCCC(C(C(=O)OCC)C(=O)OCC)(C)C)(C)C)C(=O)OCC (1,1,14,14-Tetra(ethoxycarbonyl)-2,2,13,13-tetramethyltetradecane), [OH-].[K+] (KOH), tetracarboxylic acid. Run in C(C)OCC (diethyl ether). Product: CC(CC(=O)O)(CCCCCCCCCCC(CC(=O)O)(C)C)C (3,3,14,14-Tetramethyl-hexadecane-1,16-dioic acid). Reaction SMILES: C([O:3][C:4]([CH:6](C(OCC)=O)[C:7]([CH3:33])([CH3:32])[CH2:8][CH2:9][CH2:10][CH2:11][CH2:12][CH2:13][CH2:14][CH2:15][CH2:16][CH2:17][C:18]([CH3:31])([CH3:30])[CH:19](C(OCC)=O)[C:20]([O:22]CC)=[O:21])=[O:5])C.[OH-].[K+]>C(OCC)C>[CH3:30][C:18]([CH3:31])([CH2:17][CH2:16][CH2:15][CH2:14][CH2:13][CH2:12][CH2:11][CH2:10][CH2:9][CH2:8][C:7]([CH3:33])([CH3:32])[CH2:6][C:4]([OH:5])=[O:3])[CH2:19][C:20]([OH:22])=[O:21] |f:1.2|. Reported procedure: A mixture of 17.0 g of the tetra-ester of Example 1 and 300 ml of a 25% aqueous KOH solution was heated in an oil bath to reflux temperature and the mixture was refluxed until the organic phase has completely disappeared (about 48 hours). The aqueous solution was then cooled to room temperature, extracted with ether, further cooled by the addition of ice and acidified with concentrated aqueous hydrochloric acid, whereupon a solid precipitate was formed consisting of the corresponding tetracarbox... Reactants: C=CCBr, ClCCl, CC[N+](CC)(CC)Cc1ccccc1, [Cl-], NC1=C(c2cccc(C(F)(F)F)c2)C(=O)C(c2ccccc2F)O1, [Na+], [OH-], O. Product: C=CCNC1=C(c2cccc(C(F)(F)F)c2)C(=O)C(c2ccccc2F)O1. RXN SMILES: [CH2:27]([CH:28]=[CH2:29])[Br:30].[CH2:32]([Cl:33])[Cl:34].[CH2:36]([N+:37]([CH2:38][CH3:39])([CH2:40][CH3:41])[CH2:42][CH3:43])[c:44]1[cH:45][cH:46][cH:47][cH:48][cH:49]1.[Cl-:35].[F:3][c:4]1[c:5]([CH:10]2[O:11][C:12]([NH2:26])=[C:13]([c:16]3[cH:17][c:18]([C:22]([F:23])([F:24])[F:25])[cH:19][cH:20][cH:21]3)[C:14]2=[O:15])[cH:6][cH:7][cH:8][cH:9]1.[Na+:2].[OH-:1].[OH2:31]>>[F:3][c:4]1[c:5]([CH:10]2[O:11][C:12]([NH:26][CH2:29][CH:28]=[CH2:27])=[C:13]([c:16]3[cH:17][c:18]([C:22]([F:23])([F:24])[F:25])[cH:19][cH:20][cH:21]3)[C:14]2=[O:15])[cH:6][cH:7][cH:8][cH:9]1. The reactants are COC([C@]1(OC2=C([C@H]([C@@H]1O)N(CC=1NC=CN1)C1=CC=C(C=C1)Cl)C=C(C=C2)[N+](=O)[O-])C)OC ((2S,3S,4R)-3,4-dihydro-2-dimethoxymethyl-3-hydroxy-2-methyl-6-nitro-4-[N-(4-chlorophenyl)-N-(1H-imidazol-2-ylmethyl)amino]-2H-1-benzopyran), aqueous solution, C(C)(=O)OCC (ethyl acetate), [BH4-].[Na+] (sodium borohydride). The reagents and catalysts are CC(=O)[O-].CC(=O)[O-].[Cu+2] (Cu(OAc)2). Run in CO (methanol). Product: NC=1C=CC2=C([C@H]([C@@H]([C@@](O2)(C)C(OC)OC)O)N(CC=2NC=CN2)C2=CC=C(C=C2)Cl)C1 ((2S,3S,4R)-6-amino-3,4-dihydro-2-dimethoxymethyl-3-hydroxy-2-methyl-4-[N-(4-chlorophenyl)-N-(1H-imidazol-2-ylmethyl)amino]-2H-1-benzopyran). The yield is 35.1%. Reaction SMILES: [CH3:1][O:2][CH:3]([O:33][CH3:34])[C@:4]1([CH3:32])[C@@H:9]([OH:10])[C@H:8]([N:11]([C:18]2[CH:23]=[CH:22][C:21]([Cl:24])=[CH:20][CH:19]=2)[CH2:12][C:13]2[NH:14][CH:15]=[CH:16][N:17]=2)[C:7]2[CH:25]=[C:26]([N+:29]([O-])=O)[CH:27]=[CH:28][C:6]=2[O:5]1.[BH4-].[Na+].C(OCC)(=O)C>CO.CC([O-])=O.CC([O-])=O.[Cu+2]>[NH2:29][C:26]1[CH:27]=[CH:28][C:6]2[O:5][C@@:4]([CH:3]([O:33][CH3:34])[O:2][CH3:1])([CH3:32])[C@@H:9]([OH:10])[C@H:8]([N:11]([C:18]3[CH:19]=[CH:20][C:21]([Cl:24])=[CH:22][CH:23]=3)[CH2:12][C:13]3[NH:14][CH:15]=[CH:16][N:17]=3)[C:7]=2[CH:25]=1 |f:1.2,5.6.7|. Procedure: To the solution of the nitro compound (177 mg, 0.36 mmol) prepared from example 1 in methanol (2 mL) was added a 0.4 M aqueous solution of Cu(OAc)2 (0.38 mL, 0.15 mmol), then slowly added sodium borohydride (113 mg, 3.0 mmol) over 30 min. The reaction mixture was stirred for an hour at room temperature, and ethyl acetate (5 mL) was added to the reaction. The black precipitates were removed by filtration, then to the filtrate was added a saturated aqueous solution of NaHCO3 (5 mL). The mixture wa...